This data is from the Open Reaction Database (ORD), a public repository of structured organic reaction records. The task is: describe an organic reaction: reactants, conditions, products, and yield The reactants are CC(=O)c1nn(C)c(-c2ccc(Cl)c(Cl)c2)c1O, COC(=O)c1ccc(C(=O)NN)cc1[N+](=O)[O-]. The product is COC(=O)c1ccc(C(=O)NN=C(C)c2nn(C)c(-c3ccc(Cl)c(Cl)c3)c2O)cc1[N+](=O)[O-]. As a reaction SMILES: [Cl:1][c:2]1[cH:3][c:4](-[c:9]2[c:10]([OH:18])[c:11]([C:15]([CH3:16])=[O:17])[n:12][n:13]2[CH3:14])[cH:5][cH:6][c:7]1[Cl:8].[N+:19](=[O:20])([O-:21])[c:22]1[c:23]([C:24](=[O:25])[O:26][CH3:27])[cH:28][cH:29][c:30]([C:32](=[O:33])[NH:34][NH2:35])[cH:31]1>>[Cl:1][c:2]1[cH:3][c:4](-[c:9]2[c:10]([OH:18])[c:11]([C:15]([CH3:16])=[N:35][NH:34][C:32]([c:30]3[cH:29][cH:28][c:23]([C:24](=[O:25])[O:26][CH3:27])[c:22]([N+:19](=[O:20])[O-:21])[cH:31]3)=[O:33])[n:12][n:13]2[CH3:14])[cH:5][cH:6][c:7]1[Cl:8]. The reactants are N-Aryl-benzenesulfonamides, NC1=C(C=C(C=C1)Cl)C(=O)C=1C=NC(=CC1)C ((2-amino-5-chloro-phenyl)-(6-methyl-pyridin-3-yl)-methanone), BrC1=C(C=C(C=C1)S(=O)(=O)Cl)F (4-bromo-3-fluoro-benzenesulfonyl chloride). Solvent: N1=CC=CC=C1 (pyridine). Product: BrC1=C(C=C(C=C1)S(=O)(=O)NC1=C(C=C(C=C1)Cl)C(=O)C=1C=NC(=CC1)C)F (4-Bromo-N -[4-chloro-2-(6-methyl-pyridine-3-carbonyl)-phenyl]-3-fluoro-benzenesulfonamide). As a reaction SMILES: [NH2:1][C:2]1[CH:7]=[CH:6][C:5]([Cl:8])=[CH:4][C:3]=1[C:9]([C:11]1[CH:12]=[N:13][C:14]([CH3:17])=[CH:15][CH:16]=1)=[O:10].[Br:18][C:19]1[CH:24]=[CH:23][C:22]([S:25](Cl)(=[O:27])=[O:26])=[CH:21][C:20]=1[F:29]>N1C=CC=CC=1>[Br:18][C:19]1[CH:24]=[CH:23][C:22]([S:25]([NH:1][C:2]2[CH:7]=[CH:6][C:5]([Cl:8])=[CH:4][C:3]=2[C:9]([C:11]2[CH:12]=[N:13][C:14]([CH3:17])=[CH:15][CH:16]=2)=[O:10])(=[O:27])=[O:26])=[CH:21][C:20]=1[F:29]. Procedure: The title compound was prepared according to the general procedures for the synthesis of N-Aryl-benzenesulfonamides previously described using (2-amino-5-chloro-phenyl)-(6-methyl-pyridin-3-yl)-methanone 2.4 g (8.77 mmol) and 4-bromo-3-fluoro-benzenesulfonyl chloride 2.16 g (8.77 mmol) stirred in 14 ml pyridine. Purification on silica gel with flash column chromatography gave a light orange solid. The product is CN(C1=CC=C(C(=O)NC2=CC=C(C=C2)C2=CN(C3=CC(=CC=C23)NC(C2=CC=C(C=C2)N(C)C)=O)S(=O)(=O)C2=CC=CC=C2)C=C1)C (4-(Dimethylamino)-N-(4-(6-(4-(dimethylamino)benzamido)-1-(phenylsulfonyl)-1H-indol-3-yl)phenyl)benzamide). Procedure details: Compound 991 was prepared according to the procedure described in Scheme IV from 6-amino-3-(4-aminophenyl)-1-(phenylsulfonyl)indole and 4-dimethylaminobenzoic acid. [M+H]+ calcd for C38H35N5O4S: 658.31; found: 658.19. Starting materials: NC1=CC=C2C(=CN(C2=C1)S(=O)(=O)C1=CC=CC=C1)C1=CC=C(C=C1)N (6-amino-3-(4-aminophenyl)-1-(phenylsulfonyl)indole), CN(C1=CC=C(C(=O)O)C=C1)C (4-dimethylaminobenzoic acid). Reaction SMILES: [NH2:1][C:2]1[CH:10]=[C:9]2[C:5]([C:6]([C:20]3[CH:25]=[CH:24][C:23]([NH2:26])=[CH:22][CH:21]=3)=[CH:7][N:8]2[S:11]([C:14]2[CH:19]=[CH:18][CH:17]=[CH:16][CH:15]=2)(=[O:13])=[O:12])=[CH:4][CH:3]=1.[CH3:27][N:28]([CH3:38])[C:29]1[CH:37]=[CH:36][C:32]([C:33](O)=[O:34])=[CH:31][CH:30]=1>>[CH3:27][N:28]([CH3:38])[C:29]1[CH:37]=[CH:36][C:32]([C:33]([NH:26][C:23]2[CH:22]=[CH:21][C:20]([C:6]3[C:5]4[C:9](=[CH:10][C:2]([NH:1][C:33](=[O:34])[C:32]5[CH:36]=[CH:37][C:29]([N:28]([CH3:38])[CH3:27])=[CH:30][CH:31]=5)=[CH:3][CH:4]=4)[N:8]([S:11]([C:14]4[CH:15]=[CH:16][CH:17]=[CH:18][CH:19]=4)(=[O:13])=[O:12])[CH:7]=3)=[CH:25][CH:24]=2)=[O:34])=[CH:31][CH:30]=1. Reactants: C(#N)C1=CC(=C(C(=O)OC)C=C1)[N+](=O)[O-] (methyl 4-cyano-2-nitrobenzoate), [H][H] (hydrogen), [H][H] (hydrogen), Cl (hydrochloric acid), [H][H] (hydrogen). The reagents and catalysts are O=[Pt]=O (PtO2). Run in CO (methanol). Product: [Cl-].NC=1C=C(C[NH3+])C=CC1C(=O)OC (3-amino-4-methoxycarbonylbenzylammonium chloride). Reaction SMILES: [ClH:1].[C:2]([C:4]1[CH:13]=[CH:12][C:7]([C:8]([O:10][CH3:11])=[O:9])=[C:6]([N+:14]([O-])=O)[CH:5]=1)#[N:3].[H][H]>CO.O=[Pt]=O>[Cl-:1].[NH2:14][C:6]1[CH:5]=[C:4]([CH:13]=[CH:12][C:7]=1[C:8]([O:10][CH3:11])=[O:9])[CH2:2][NH3+:3] |f:5.6|. Procedure: After addition of 365 ml of concentrated hydrochloric acid (4.37 mol) and 9 g of PtO2, a suspension of 900 g (4.37 mol) of methyl 4-cyano-2-nitrobenzoate in 13.5 l of methanol is first hydrogenated at room temperature at a hydrogen pressure of 1 bar. After the hydrogen uptake has subsided, the pressure is increased to 17 bar, and hydorgenation is continued until the hydrogen uptake is complete. For work-up, the pressure is released to atmospheric pressure, the catalyst is removed by filtration t... Reactants: Cl (hydrochloric acid), BrC1=CC(=C(C(=C1)C(F)(F)F)NC(OCC)=O)[N+](=O)[O-] (ethyl 4-bromo-2-nitro-6-(trifluoromethyl)phenylcarbamate), C([O-])([O-])=O.[K+].[K+] (potassium carbonate), FC(C=1C=C(CBr)C=CC1)(F)F (3-trifluoromethylbenzyl bromide). Reaction SMILES: [Br:1][C:2]1[CH:7]=[C:6]([C:8]([F:11])([F:10])[F:9])[C:5]([NH:12][C:13](=[O:17])[O:14][CH2:15][CH3:16])=[C:4]([N+:18]([O-:20])=[O:19])[CH:3]=1.C(=O)([O-])[O-].[K+].[K+].[F:27][C:28]([F:38])([F:37])[C:29]1[CH:30]=[C:31]([CH:34]=[CH:35][CH:36]=1)[CH2:32]Br.Cl>CN(C)C=O>[Br:1][C:2]1[CH:7]=[C:6]([C:8]([F:10])([F:9])[F:11])[C:5]([N:12]([CH2:32][C:31]2[CH:34]=[CH:35][CH:36]=[C:29]([C:28]([F:27])([F:37])[F:38])[CH:30]=2)[C:13](=[O:17])[O:14][CH2:15][CH3:16])=[C:4]([N+:18]([O-:20])=[O:19])[CH:3]=1 |f:1.2.3|. Isolated yield 82.0%. The solvent is CN(C=O)C (N,N-dimethylformamide). Procedure: To a solution of ethyl 4-bromo-2-nitro-6-(trifluoromethyl)phenylcarbamate (275.3 mg) and potassium carbonate (108.3 mg) in N,N-dimethylformamide (5 ml) was added 3-trifluoromethylbenzyl bromide (0.180 ml). After the mixture was stirred at room temperature for 1 hour, 1N hydrochloric acid (ca. 30 ml) was added and the mixture was extracted with ethyl acetate. The organic layer was washed with 1N hydrochloric acid, saturated brine, saturated aqueous sodium bicarbonate solution, and then saturated ... The product is BrC1=CC(=C(C(=C1)C(F)(F)F)N(C(OCC)=O)CC1=CC(=CC=C1)C(F)(F)F)[N+](=O)[O-] (ethyl 4-bromo-2-nitro-6-(trifluoromethyl)phenyl[3-(trifluoromethyl)benzyl]carbamate). Conditions: time 1 hour. Starting materials: FC(CCCSC=C)(C(F)(F)F)F ((4,4,5,5,5-pentafluoropentyl)-vinyl sulfide), OO (hydrogen peroxide), C(C)(=O)O (acetic acid), O (water). Run at temperature 70 celsius, time 1 hour. Yields the product FC(CCCS(=O)(=O)C=C)(C(F)(F)F)F ((4,4,5,5,5-pentafluoropentyl)-vinyl sulfone). As a reaction SMILES: [F:1][C:2]([F:13])([C:9]([F:12])([F:11])[F:10])[CH2:3][CH2:4][CH2:5][S:6][CH:7]=[CH2:8].OO.[OH2:16].C(O)(=[O:19])C>>[F:13][C:2]([F:1])([C:9]([F:10])([F:11])[F:12])[CH2:3][CH2:4][CH2:5][S:6]([CH:7]=[CH2:8])(=[O:19])=[O:16]. Reported procedure: A solution of 34 g of (4,4,5,5,5-pentafluoropentyl)-vinyl sulfide in 74 ml of glacial acetic acid is mixed drop by drop with 59 ml of 30% hydrogen peroxide in such a way that the reaction temperature does not exceed 70° C. Then, it is stirred for one hour at a bath temperature of 70° C. Then, it is added to water, extracted three times with ethyl acetate, washed with sodium thiosulfate, water and common salt solution, dried on sodium sulfate, concentrated by evaporation in a vacuum and chromatog... Starting materials: CCOCC, C#C[Si](C)(C)C, CN([SiH](C)C)[Si](C)(C)C, O=Cc1ccccc1, [Li], C1CCOC1, O. Yields the product C[Si](C)(C)C#CC(O)c1ccccc1. As a reaction SMILES: [CH2:25]([O:26][CH2:27][CH3:28])[CH3:29].[CH3:11][Si:12]([CH3:13])([CH3:14])[C:15]#[CH:16].[CH3:1][SiH:2]([CH3:3])[N:4]([CH3:5])[Si:6]([CH3:7])([CH3:8])[CH3:9].[CH:17](=[O:18])[c:19]1[cH:20][cH:21][cH:22][cH:23][cH:24]1.[Li:10].[O:30]1[CH2:31][CH2:32][CH2:33][CH2:34]1.[OH2:35]>>[CH3:11][Si:12]([CH3:13])([CH3:14])[C:15]#[C:16][CH:17]([OH:18])[c:19]1[cH:20][cH:21][cH:22][cH:23][cH:24]1. Reactants: [Cl-].[NH4+] (ammonium chloride), FC(C=1C=C(CN(C(C2=CN=C(C=C2C2=C(C=CC=C2)C)C#C[Si](C)(C)C)=O)C)C=C(C1)C(F)(F)F)(F)F (N-(3,5-bis-trifluoromethyl-benzyl)-N-methyl-4-o-tolyl-6-trimethylsilanylethynyl-nicotinamide), aqueous solution, [OH-].[K+] (potassium hydroxide). The solvent is CO (methanol). Conditions: time 1 hour. Product: FC(C=1C=C(CN(C(C2=CN=C(C=C2C2=C(C=CC=C2)C)C#C)=O)C)C=C(C1)C(F)(F)F)(F)F (N-(3,5-Bis-trifluoromethyl-benzyl)-6-ethynyl-N-methyl-4-o-tolyl-nicotinamide). Isolated yield 78.0%. RXN SMILES: [F:1][C:2]([F:38])([F:37])[C:3]1[CH:4]=[C:5]([CH:30]=[C:31]([C:33]([F:36])([F:35])[F:34])[CH:32]=1)[CH2:6][N:7]([CH3:29])[C:8](=[O:28])[C:9]1[C:14]([C:15]2[CH:20]=[CH:19][CH:18]=[CH:17][C:16]=2[CH3:21])=[CH:13][C:12]([C:22]#[C:23][Si](C)(C)C)=[N:11][CH:10]=1.[OH-].[K+].[Cl-].[NH4+]>CO>[F:35][C:33]([F:34])([F:36])[C:31]1[CH:30]=[C:5]([CH:4]=[C:3]([C:2]([F:38])([F:37])[F:1])[CH:32]=1)[CH2:6][N:7]([CH3:29])[C:8](=[O:28])[C:9]1[C:14]([C:15]2[CH:20]=[CH:19][CH:18]=[CH:17][C:16]=2[CH3:21])=[CH:13][C:12]([C:22]#[CH:23])=[N:11][CH:10]=1 |f:1.2,3.4|. Procedure: A mixture of 143 mg (0.261 mmol) N-(3,5-bis-trifluoromethyl-benzyl)-N-methyl-4-o-tolyl-6-trimethylsilanylethynyl-nicotinamide, 2.5 ml of a 1 M aqueous solution of potassium hydroxide and 2.5 ml methanol was stirred at room temperature for 1h. Acidifying to pH 5 with a saturated aqueous solution of ammonium chloride was followed by extraction with three portions of dichloromethane. The combined organic extracts were dried with sodium sulfate and concentrated. Column chromatography afforded 97 mg ...